This data is from the Open Reaction Database (ORD), a public repository of structured organic reaction records. The task is: describe an organic reaction: reactants, conditions, products, and yield Reactants: O=C1C=CC(=O)C=2C=CC=CC12, O=C(O)C(C)(C)C. The reagents and catalysts are O=S(=O)(O)OOS(=O)(=O)O.N. Solvent: O, O=S(C)C. Conditions: temperature 40 celsius, time 16 hour. Product: O=C1C=C(C(=O)C=2C=CC=CC12)C(C)(C)C. The yield is 67.0%.